describe an organic reaction: reactants, conditions, products, and yield From a dataset of the Open Reaction Database (ORD), a public repository of structured organic reaction records. Starting materials: O=C([O-])O, CCC(=O)n1nc(OC2OC(COC(=O)C(C)(C)C)C(OC(=O)C(C)(C)C)C(OC(=O)C(C)(C)C)C2OC(=O)C(C)(C)C)c(Cc2ccccc2)c1C(C)C, CO, [Na+], O. Yields the product CC(C)c1[nH]nc(OC2OC(COC(=O)C(C)(C)C)C(OC(=O)C(C)(C)C)C(OC(=O)C(C)(C)C)C2OC(=O)C(C)(C)C)c1Cc1ccccc1. As a reaction SMILES: [C:56](=[O:57])([OH:58])[O-:59].[CH2:1]([c:2]1[cH:3][cH:4][cH:5][cH:6][cH:7]1)[c:8]1[c:9]([O:20][CH:21]2[CH:22]([O:23][C:24]([C:25]([CH3:26])([CH3:27])[CH3:28])=[O:29])[CH:30]([O:31][C:32]([C:33]([CH3:34])([CH3:35])[CH3:36])=[O:37])[CH:38]([O:39][C:40]([C:41]([CH3:42])([CH3:43])[CH3:44])=[O:45])[CH:46]([CH2:48][O:49][C:50]([C:51]([CH3:52])([CH3:53])[CH3:54])=[O:55])[O:47]2)[n:10][n:11]([C:16](=[O:17])[CH2:18][CH3:19])[c:12]1[CH:13]([CH3:14])[CH3:15].[CH3:62][OH:63].[Na+:60].[OH2:61]>>[CH2:1]([c:2]1[cH:3][cH:4][cH:5][cH:6][cH:7]1)[c:8]1[c:9]([O:20][CH:21]2[CH:22]([O:23][C:24]([C:25]([CH3:26])([CH3:27])[CH3:28])=[O:29])[CH:30]([O:31][C:32]([C:33]([CH3:34])([CH3:35])[CH3:36])=[O:37])[CH:38]([O:39][C:40]([C:41]([CH3:42])([CH3:43])[CH3:44])=[O:45])[CH:46]([CH2:48][O:49][C:50]([C:51]([CH3:52])([CH3:53])[CH3:54])=[O:55])[O:47]2)[n:10][nH:11][c:12]1[CH:13]([CH3:14])[CH3:15]. The reactants are NC[C@H]([C@H](C1=CC=CC=C1)N1C=C(C2=CC(=CC=C12)Cl)C)O ((1S,2R)-3-amino-1-(5-chloro-3-methyl-1H-indol-1-yl)-1-phenylpropan-2-ol), ClC=1C=C2C(=CN(C2=CC1)[C@H]([C@@H](CO)O)C1=CC=CC=C1)C ((2S,3S)-3-(5-chloro-3-methyl-1H-indol-1-yl)-3-phenylpropane-1,2-diol). Yields the product Cl.NC[C@H]([C@H](C1=CC=CC=C1)N1C=C(C2=CC(=CC=C12)Cl)C)O ((1S,2R)-3-amino-1-(5-chloro-3-methyl-1H-indol-1-yl)-1-phenylpropan-2-ol hydrochloride). RXN SMILES: [NH2:1][CH2:2][C@@H:3]([OH:22])[C@@H:4]([N:11]1[C:19]2[C:14](=[CH:15][C:16]([Cl:20])=[CH:17][CH:18]=2)[C:13]([CH3:21])=[CH:12]1)[C:5]1[CH:10]=[CH:9][CH:8]=[CH:7][CH:6]=1.ClC1C=C2C(=CC=1)N([C@@H](C1C=CC=CC=1)[C@H](O)CO)C=C2C>>[ClH:20].[NH2:1][CH2:2][C@@H:3]([OH:22])[C@@H:4]([N:11]1[C:19]2[C:14](=[CH:15][C:16]([Cl:20])=[CH:17][CH:18]=2)[C:13]([CH3:21])=[CH:12]1)[C:5]1[CH:6]=[CH:7][CH:8]=[CH:9][CH:10]=1 |f:2.3|. Procedure details: In an analogous manner to EXAMPLE 118, (1S,2R)-3-amino-1-(5-chloro-3-methyl-1H-indol-1-yl)-1-phenylpropan-2-ol was prepared from (2S,3S)-3-(5-chloro-3-methyl-1H-indol-1-yl)-3-phenylpropane-1,2-diol (EXAMPLE 119, step 4). MS (ES) m/z 315.1 Reagents/catalysts: C=1C=CC(=CC1)[P](C=2C=CC=CC2)(C=3C=CC=CC3)[Pd]([P](C=4C=CC=CC4)(C=5C=CC=CC5)C=6C=CC=CC6)([P](C=7C=CC=CC7)(C=8C=CC=CC8)C=9C=CC=CC9)[P](C=1C=CC=CC1)(C=1C=CC=CC1)C=1C=CC=CC1 (tetrakis(triphenylphosphine)palladium(0)). Reaction SMILES: [Cl:1][C:2]1[S:6][C:5]([Sn](CCCC)(CCCC)CCCC)=[CH:4][CH:3]=1.[NH2:20][C:21]1[CH:28]=[CH:27][C:26](I)=[C:25]([CH3:30])[C:22]=1[C:23]#[N:24]>C1(C)C=CC=CC=1.C1C=CC([P]([Pd]([P](C2C=CC=CC=2)(C2C=CC=CC=2)C2C=CC=CC=2)([P](C2C=CC=CC=2)(C2C=CC=CC=2)C2C=CC=CC=2)[P](C2C=CC=CC=2)(C2C=CC=CC=2)C2C=CC=CC=2)(C2C=CC=CC=2)C2C=CC=CC=2)=CC=1>[NH2:20][C:21]1[CH:28]=[CH:27][C:26]([C:5]2[S:6][C:2]([Cl:1])=[CH:3][CH:4]=2)=[C:25]([CH3:30])[C:22]=1[C:23]#[N:24] |^1:41,43,62,81|. Product: NC1=C(C#N)C(=C(C=C1)C=1SC(=CC1)Cl)C (2-amino-6-methyl-5-(5-chlorothien-2-yl)benzonitrile). Yield: 53.6%. The solvent is C1(=CC=CC=C1)C (toluene). Reactants: ClC1=CC=C(S1)[Sn](CCCC)(CCCC)CCCC ((5-chlorothien-2-yl)tributyl tin), NC1=C(C#N)C(=C(C=C1)I)C (2-amino-5-iodo-6-methylbenzonitrile). Procedure: A solution of 5.9 grams (0.015 mole) of (5-chlorothien-2-yl)tributyl tin and 3.0 grams (0.015 mole) of 2-amino-5-iodo-6-methylbenzonitrile in 150 mL of toluene was stirred, and 0.2 gram (catalyst) of tetrakis(triphenylphosphine)palladium(0) was added. The reaction vessel was evacuated, and then back-filled with dry nitrogen gas. This process was repeated two more times. The reaction mixture was then heated to reflux where it was stirred for about 18 hours. After this time the reaction mixture wa... Conditions: time 18 hour. Reactants: ClCCl, [Na+], O=C([O-])O, CN(C)C=O, O, N#Cc1cnc(Nc2cccc(CO)n2)s1, O=P(Cl)(Cl)Cl. Product: N#Cc1cnc(Nc2cccc(CCl)n2)s1. RXN SMILES: [Cl:32][CH2:33][Cl:34].[Na+:31].[O-:27][C:28]([OH:29])=[O:30].[O:17]=[CH:18][N:19]([CH3:20])[CH3:21].[OH2:35].[OH:1][CH2:2][c:3]1[cH:4][cH:5][cH:6][c:7]([NH:9][c:10]2[s:11][c:12]([C:15]#[N:16])[cH:13][n:14]2)[n:8]1.[P:22]([Cl:23])([Cl:24])([Cl:25])=[O:26]>>[CH2:2]([c:3]1[cH:4][cH:5][cH:6][c:7]([NH:9][c:10]2[s:11][c:12]([C:15]#[N:16])[cH:13][n:14]2)[n:8]1)[Cl:24]. The reactants are COC(=O)CC(CSC(C)=O)C(=O)N1CCCC1C(=O)OC(C)(C)C, CO, [Na+], [OH-], O. The product is CC(=O)SCC(CC(=O)O)C(=O)N1CCCC1C(=O)OC(C)(C)C. As a reaction SMILES: [C:1]([CH3:2])([CH3:3])([CH3:4])[O:5][C:6]([CH:7]1[N:8]([C:12]([CH:13]([CH2:14][S:15][C:16]([CH3:17])=[O:18])[CH2:19][C:20](=[O:21])[O:22][CH3:23])=[O:24])[CH2:9][CH2:10][CH2:11]1)=[O:25].[CH3:28][OH:29].[Na+:27].[OH-:26].[OH2:30]>>[C:1]([CH3:2])([CH3:3])([CH3:4])[O:5][C:6]([CH:7]1[N:8]([C:12]([CH:13]([CH2:14][S:15][C:16]([CH3:17])=[O:18])[CH2:19][C:20](=[O:21])[OH:22])=[O:24])[CH2:9][CH2:10][CH2:11]1)=[O:25]. Reactants: CC(=O)O[BH-](OC(C)=O)OC(C)=O, CC(C)=O, CC(=O)O, CC(Cl)Cl, COc1cc2nnc(C#N)c(Nc3ccc(C)cc3F)c2cc1C1=CCNCC1, [Na+]. Yields the product COc1cc2nnc(C#N)c(Nc3ccc(C)cc3F)c2cc1C1=CCN(C(C)C)CC1. RXN SMILES: [C:38]([O:39][BH-:40]([O:41][C:42](=[O:43])[CH3:44])[O:45][C:46](=[O:47])[CH3:48])(=[O:49])[CH3:50].[CH3:30][C:31]([CH3:32])=[O:33].[CH3:34][C:35](=[O:36])[OH:37].[Cl:52][CH:53]([Cl:54])[CH3:55].[F:1][c:2]1[c:3]([NH:9][c:10]2[c:11]([C:28]#[N:29])[n:12][n:13][c:14]3[cH:15][c:16]([O:26][CH3:27])[c:17]([C:20]4=[CH:25][CH2:24][NH:23][CH2:22][CH2:21]4)[cH:18][c:19]23)[cH:4][cH:5][c:6]([CH3:8])[cH:7]1.[Na+:51]>>[F:1][c:2]1[c:3]([NH:9][c:10]2[c:11]([C:28]#[N:29])[n:12][n:13][c:14]3[cH:15][c:16]([O:26][CH3:27])[c:17]([C:20]4=[CH:25][CH2:24][N:23]([CH:31]([CH3:30])[CH3:32])[CH2:22][CH2:21]4)[cH:18][c:19]23)[cH:4][cH:5][c:6]([CH3:8])[cH:7]1. The reactants are Cl.C(C)N(CC(=O)O)CC1=C(C(=CC=C1[N+](=O)[O-])Cl)Cl (ethyl-N-(2,3-dichloro-6-nitro benzyl) glycine HCl), C1=CC(=C(C2=C1N=C3NC(=O)CN3C2)Cl)Cl (Anagrelide), Cl.C(C)N(CC(=O)O)CC1=C(C(=CC=C1[N+](=O)[O-])Cl)Cl (ethyl-N-(2,3-dichloro-6-nitro benzyl) glycine HCl), Cl[Sn]Cl.Cl (SnCl2 HCl). The product is Cl.C(C)N(CC(=O)O)CC1=C(C(=CC=C1N)Cl)Cl (ethyl-N-(2,3-dichloro-6-amino benzyl) glycine HCl). Reaction SMILES: Cl.[CH2:2]([N:4]([CH2:9][C:10]1[C:15]([N+:16]([O-])=O)=[CH:14][CH:13]=[C:12]([Cl:19])[C:11]=1[Cl:20])[CH2:5][C:6]([OH:8])=[O:7])[CH3:3].C1C2N=C3N(CC=2C(Cl)=C(Cl)C=1)CC(=O)N3.Cl[Sn]Cl.Cl>>[ClH:19].[CH2:2]([N:4]([CH2:9][C:10]1[C:15]([NH2:16])=[CH:14][CH:13]=[C:12]([Cl:19])[C:11]=1[Cl:20])[CH2:5][C:6]([OH:8])=[O:7])[CH3:3] |f:0.1,3.4,5.6|. Reported procedure: The ethyl-N-(2,3-dichloro-6-nitro benzyl) glycine HCl prepared above was used to make Anagrelide by known reactions. Firstly, the ethyl-N-(2,3-dichloro-6-nitro benzyl) glycine HCl is reacted with SnCl2 /HCl to form ethyl-N-(2,3-dichloro-6-amino benzyl) glycine HCl. This material is then reacted with CNBr in an inert, aprotic organic solvent such as toluene or chlorobenzene. The formed ethyl-N-(5,6-dichloro-3,4-dihydro-2(1 H) iminoguinazoline-3-acetate HCl is isolated and then reacted with a base... Reaction SMILES: [CH2:1]([c:2]1[cH:3][cH:4][cH:5][cH:6][cH:7]1)[NH:8][CH2:9][CH:10]([c:11]1[cH:12][c:13]([O:20][CH3:21])[c:14]([O:18][CH3:19])[cH:15][c:16]1[F:17])[OH:22].[CH3:29][C:30](=[O:31])[O-:32].[Na+:28].[OH:33][C:34]([C:35]([F:36])([F:37])[F:38])=[O:39].[S:23](=[O:24])(=[O:25])([OH:26])[OH:27]>>[CH2:1]1[c:2]2[cH:3][cH:4][cH:5][cH:6][c:7]2[CH:10]([c:11]2[cH:12][c:13]([O:20][CH3:21])[c:14]([O:18][CH3:19])[cH:15][c:16]2[F:17])[CH2:9][NH:8]1. Product: COc1cc(F)c(C2CNCc3ccccc32)cc1OC. The reactants are COc1cc(F)c(C(O)CNCc2ccccc2)cc1OC, CC(=O)[O-], [Na+], O=C(O)C(F)(F)F, O=S(=O)(O)O.